This data is from the Open Reaction Database (ORD), a public repository of structured organic reaction records. The task is: describe an organic reaction: reactants, conditions, products, and yield Reactants: COC(=O)c1ccc(C=O)c(F)c1, C[O-], CO, Cl, [Na+], O, CC(=O)c1cccnc1Nc1ccccc1. Product: COC(=O)c1ccc(C=CC(=O)c2cccnc2Nc2ccccc2)c(F)c1. As a reaction SMILES: [CH3:17][O:18][C:19]([c:20]1[cH:21][c:22]([F:28])[c:23]([CH:26]=[O:27])[cH:24][cH:25]1)=[O:29].[CH3:30][O-:31].[CH3:34][OH:35].[ClH:33].[Na+:32].[OH2:36].[c:1]1([NH:7][c:8]2[n:9][cH:10][cH:11][cH:12][c:13]2[C:14]([CH3:15])=[O:16])[cH:2][cH:3][cH:4][cH:5][cH:6]1>>[c:1]1([NH:7][c:8]2[n:9][cH:10][cH:11][cH:12][c:13]2[C:14]([CH:15]=[CH:26][c:23]2[c:22]([F:28])[cH:21][c:20]([C:19]([O:18][CH3:17])=[O:29])[cH:25][cH:24]2)=[O:16])[cH:2][cH:3][cH:4][cH:5][cH:6]1. The reactants are [OH-].[Na+] (sodium hydroxide), CN(C=O)C (Dimethylformamide), P(=O)(Cl)(Cl)Cl (phosphorus oxychloride), BrC1=CN2C(S1)=CN=C2 (2-bromoimidazo[5,1-b]thiazole). Run in C(Cl)Cl (methylene chloride), O (Water). Conditions: temperature 80 celsius, time 6 hour. Yields the product BrC1=CN2C(S1)=C(N=C2)C=O (2-bromo-7-formylimidazo[5,1-b]thiazole). As a reaction SMILES: CN(C)[CH:3]=[O:4].P(Cl)(Cl)(Cl)=O.[Br:11][C:12]1[S:16][C:15]2=[CH:17][N:18]=[CH:19][N:14]2[CH:13]=1.[OH-].[Na+]>C(Cl)Cl.O>[Br:11][C:12]1[S:16][C:15]2=[C:17]([CH:3]=[O:4])[N:18]=[CH:19][N:14]2[CH:13]=1 |f:3.4|. Procedure details: Dimethylformamide (0.13 ml) and 0.15 ml of phosphorus oxychloride were added in that order to a solution of 300 mg of 2-bromoimidazo[5,1-b]thiazole in 3 ml of methylene chloride under an argon atmosphere, and the mixture was stirred at 80° C. for 6 hr. Water was added to the reaction mixture to stop the reaction, and the reaction mixture was adjusted to pH 10 by the addition of a 1 N aqueous sodium hydroxide solution. The reaction mixture was then extracted with ethyl acetate, and the organic la... Reactants: C(C)(C)(C)OC(=O)C1N(CCC1)C=1C(=CC2=C(N(C(=N2)CC(=O)OCC)C2CC2)C1)F (ethyl rac-6-[2-(tert-butoxycarbonyl)-1-pyrrolidinyl]-1-cyclopropyl-5-fluoro-2-benzimidazoleacetate), ethanolic solution, NO (hydroxylamine), C[O-].[Na+] (sodium methylate), N12CCCCCC2=NCCC1 (1,8-diazabicyclo[5.4.0]undec-7-ene), C(C1=CC=CC=C1)Br (benzyl bromide). The solvent is O1CCCC1 (tetrahydrofuran), C(C)O (ethanol), C(C)(=O)OCC (ethyl acetate). Product: C(C)(C)(C)OC([C@H]1N(CCC1)C=1C(=CC2=C(N(C(=N2)CC(NOCC2=CC=CC=C2)=O)C2CC2)C1)F)=O (1-[2-[[(benzyloxy)carbamoyl]methyl]-1-cyclopropyl-5-fluoro-6-benzimidazolyl]-L-proline tert-butyl ester). The yield is 46.8%. Reaction SMILES: [C:1]([O:5][C:6]([CH:8]1[CH2:12][CH2:11][CH2:10][N:9]1[C:13]1[C:14]([F:31])=[CH:15][C:16]2[N:20]=[C:19]([CH2:21][C:22](OCC)=[O:23])[N:18]([CH:27]3[CH2:29][CH2:28]3)[C:17]=2[CH:30]=1)=[O:7])([CH3:4])([CH3:3])[CH3:2].[NH2:32][OH:33].C[O-].[Na+].N12CCCN=C1CCCCC2.[CH2:48](Br)[C:49]1[CH:54]=[CH:53][CH:52]=[CH:51][CH:50]=1>C(O)C.O1CCCC1.C(OCC)(=O)C>[C:1]([O:5][C:6](=[O:7])[C@@H:8]1[CH2:12][CH2:11][CH2:10][N:9]1[C:13]1[C:14]([F:31])=[CH:15][C:16]2[N:20]=[C:19]([CH2:21][C:22](=[O:23])[NH:32][O:33][CH2:48][C:49]3[CH:54]=[CH:53][CH:52]=[CH:51][CH:50]=3)[N:18]([CH:27]3[CH2:29][CH2:28]3)[C:17]=2[CH:30]=1)([CH3:3])([CH3:2])[CH3:4] |f:2.3|. Procedure details: A solution of ethyl rac-6-[2-(tert-butoxycarbonyl)-1-pyrrolidinyl]-1-cyclopropyl-5-fluoro-2-benzimidazoleacetate (1.647 g, 3.82 mmol) in ethanol (15 ml) is treated with a 1N ethanolic solution of hydroxylamine (9.54 ml, 9.54 mmol) and with a 1N ethanolic sodium methylate solution (1.91 ml, 1.91 mmol). After one hour the solvent is distilled off and the residue is dissolved in water. The pH is adjusted to 5.5 with 1N hydrochloric acid. This solution is extracted with ethyl acetate and the organic... Starting materials: [Na+], O=C1Cc2cccc(Oc3ccccc3Cl)c2N1, [OH-]. Yields the product [Na+], Nc1c(CC(=O)[O-])cccc1Oc1ccccc1Cl. As a reaction SMILES: [Na+:20].[O:1]=[C:2]1[NH:3][c:4]2[c:5]([O:11][c:12]3[c:13]([Cl:18])[cH:14][cH:15][cH:16][cH:17]3)[cH:6][cH:7][cH:8][c:9]2[CH2:10]1.[OH-:19]>>[Na+:20].[O:1]=[C:2]([CH2:10][c:9]1[c:4]([NH2:3])[c:5]([O:11][c:12]2[c:13]([Cl:18])[cH:14][cH:15][cH:16][cH:17]2)[cH:6][cH:7][cH:8]1)[O-:19]. Starting materials: CC1(OCCO1)C1=CC(=CS1)CN1N=CC(=N1)N (2-[5-(2-methyl-[1,3]dioxolan-2-yl)-thiophen-3-ylmethyl]-2H-[1,2,3]triazol-4-ylamine), C1(=CC=CC=C1)C1=C(N=CO1)C(=O)O (5-phenyl-oxazole-4-carboxylic acid). Product: C(C)(=O)C1=CC(=CS1)CN1N=CC(=N1)NC(=O)C=1N=COC1C1=CC=CC=C1 (5-Phenyl-oxazole-4-carboxylic acid [2-(5-acetyl-thiophen-3-ylmethyl)-2H-[1,2,3]triazol-4-yl]-amide). Reaction SMILES: [CH3:1][C:2]1([C:7]2[S:11][CH:10]=[C:9]([CH2:12][N:13]3[N:17]=[C:16]([NH2:18])[CH:15]=[N:14]3)[CH:8]=2)[O:6]CCO1.[C:19]1([C:25]2[O:29][CH:28]=[N:27][C:26]=2[C:30](O)=[O:31])[CH:24]=[CH:23][CH:22]=[CH:21][CH:20]=1>>[C:2]([C:7]1[S:11][CH:10]=[C:9]([CH2:12][N:13]2[N:17]=[C:16]([NH:18][C:30]([C:26]3[N:27]=[CH:28][O:29][C:25]=3[C:19]3[CH:20]=[CH:21][CH:22]=[CH:23][CH:24]=3)=[O:31])[CH:15]=[N:14]2)[CH:8]=1)(=[O:6])[CH3:1]. Procedure: Following general procedure A followed by B, starting from 2-[5-(2-methyl-[1,3]dioxolan-2-yl)-thiophen-3-ylmethyl]-2H-[1,2,3]triazol-4-ylamine and 5-phenyl-oxazole-4-carboxylic acid. Reagents/catalysts: [OH-].[Pd+2].[OH-] (palladium hydroxide). RXN SMILES: [CH3:1][O:2][C:3](=[O:10])[C:4]1[CH:9]=[CH:8][CH:7]=[CH:6][CH:5]=1.[H-].[Na+].[N:13]1[C:22]2[C:17](=[CH:18][CH:19]=[CH:20][CH:21]=2)[CH:16]=[CH:15][C:14]=1[CH:23]=O.[CH2:25]1COCC1>C(O)C.[OH-].[Pd+2].[OH-]>[CH3:1][O:2][C:3](=[O:10])[C:4]1[CH:9]=[CH:8][C:7]([CH2:25][CH2:23][C:14]2[CH:15]=[CH:16][C:17]3[C:22](=[CH:21][CH:20]=[CH:19][CH:18]=3)[N:13]=2)=[CH:6][CH:5]=1 |f:1.2,6.7.8|. Procedure details: To a solution of 4-[Triphenyl-phophanyl)-methyl]-benzoic acid methyl ester (1.87 g) in THF (16 ml) under N2 atmosphere at 0° C. was added sodium hydride (165 mg (60%)). After 30 min, quinoline-2-carbaldehyde (0.50 g) was added and the reaction stirred at ambient temperature for 2 h. The reaction mixture was quenched with brine, extracted with chloroform, dried magnesium sulfate, filtered and concentrated to provide the crude alkene. The crude product was placed on a parr shaker in ethanol (15 ml... The reactants are COC(C1=CC=CC=C1)=O (benzoic acid methyl ester), [H-].[Na+] (sodium hydride), C1CCOC1 (THF), crude product, N1=C(C=CC2=CC=CC=C12)C=O (quinoline-2-carbaldehyde). Run in C(C)O (ethanol). The product is COC(C1=CC=C(C=C1)CCC1=NC2=CC=CC=C2C=C1)=O (4-(2-Quinolin-2-yl-ethyl)-benzoic acid methyl ester). Conditions: time 30 minute. Starting materials: C(C1=CC=CC=C1)N1CCC(CC1)=O (1-benzylpiperidin-4-one), [Mg] (magnesium), II (iodine), BrC1=CC=C(C=C1)Br (1,4-dibromobenzene). The solvent is O (water), C1CCOC1 (THF), C1CCOC1 (THF), C1CCOC1 (THF). Conditions: time 30 minute. Product: C(C1=CC=CC=C1)N1CCC(CC1)(O)C1=CC=C(C=C1)Br (1-benzyl-4-(4-bromophenyl)piperidin-4-ol). Reaction SMILES: [Mg].II.Br[C:5]1[CH:10]=[CH:9][C:8]([Br:11])=[CH:7][CH:6]=1.[CH2:12]([N:19]1[CH2:24][CH2:23][C:22](=[O:25])[CH2:21][CH2:20]1)[C:13]1[CH:18]=[CH:17][CH:16]=[CH:15][CH:14]=1>C1COCC1.O>[CH2:12]([N:19]1[CH2:24][CH2:23][C:22]([C:5]2[CH:10]=[CH:9][C:8]([Br:11])=[CH:7][CH:6]=2)([OH:25])[CH2:21][CH2:20]1)[C:13]1[CH:14]=[CH:15][CH:16]=[CH:17][CH:18]=1. Procedure: To a solution of magnesium (1.77 g) and iodine (0.81 g) in THF (60 mL) was added a solution of 1,4-dibromobenzene (8.94 mL) in THF (5 mL), and the mixture was stirred at room temperature for 30 min. The reaction mixture was cooled to 0° C., a solution of 1-benzylpiperidin-4-one (13.2 mL) in THF (5 mL) was slowly added dropwise thereto, and the reaction mixture was stirred at room temperature for 2 hr. To the reaction mixture was added water, and the mixture was extracted with ethyl acetate. The ...